The task is: describe an organic reaction: reactants, conditions, products, and yield. This data is from the Open Reaction Database (ORD), a public repository of structured organic reaction records. Starting materials: Cl.NO (Hydroxylamine hydrochloride), ClC=1C=C(C=NC1)C1=NC(=CC2=C1N(C(=N2)N2[C@@H](CCC2)CF)C[C@@H]2CC[C@H](CC2)C)C#N (4-(5-chloropyridin-3-yl)-2-[(2S)-2-(fluoromethyl)pyrrolidin-1-yl]-3-[(trans-4-methylcyclohexyl)methyl]-3H-imidazo[4,5-c]pyridine-6-carbonitrile), C([O-])(O)=O.[Na+] (sodium bicarbonate), O (water). Solvent: C(C)O (ethanol). Conditions: temperature 100 celsius, time 15 minute. Product: ClC=1C=C(C=NC1)C1=NC(=CC2=C1N(C(=N2)N2[C@@H](CCC2)CF)C[C@@H]2CC[C@H](CC2)C)C(N)=NO (4-(5-chloropyridin-3-yl)-2-[(2S)-2-(fluoromethyl)pyrrolidin-1-yl]-N′-hydroxy-3-[(trans-4-methylcyclohexyl)methyl]-3H-imidazo[4,5-c]pyridine-6-carboximidamide). RXN SMILES: Cl.[NH2:2][OH:3].C(=O)(O)[O-].[Na+].O.[Cl:10][C:11]1[CH:12]=[C:13]([C:17]2[C:22]3[N:23]([CH2:33][C@H:34]4[CH2:39][CH2:38][C@H:37]([CH3:40])[CH2:36][CH2:35]4)[C:24]([N:26]4[CH2:30][CH2:29][CH2:28][C@H:27]4[CH2:31][F:32])=[N:25][C:21]=3[CH:20]=[C:19]([C:41]#[N:42])[N:18]=2)[CH:14]=[N:15][CH:16]=1>C(O)C>[Cl:10][C:11]1[CH:12]=[C:13]([C:17]2[C:22]3[N:23]([CH2:33][C@H:34]4[CH2:39][CH2:38][C@H:37]([CH3:40])[CH2:36][CH2:35]4)[C:24]([N:26]4[CH2:30][CH2:29][CH2:28][C@H:27]4[CH2:31][F:32])=[N:25][C:21]=3[CH:20]=[C:19]([C:41](=[N:2][OH:3])[NH2:42])[N:18]=2)[CH:14]=[N:15][CH:16]=1 |f:0.1,2.3|. Procedure: Hydroxylamine hydrochloride (108 mg, 1.56 mmol), sodium bicarbonate (196 mg, 2.34 mmol), and water (1.56 mL) were combined in a vial and stirred for 15 minutes. This solution was added to a vial containing 4-(5-chloropyridin-3-yl)-2-[(2S)-2-(fluoromethyl)pyrrolidin-1-yl]-3-[(trans-4-methylcyclohexyl)methyl]-3H-imidazo[4,5-c]pyridine-6-carbonitrile (364 mg, 0.78 mmol) dissolved in ethanol (3.6 mL). The mixture was sealed and heated at 100° C. for 1 hour. The reaction was cooled to room temperatur... Isolated yield 19.5%. Starting materials: NC=1C=C(C(=O)NC)C=CC1 (3-amino-N-methylbenzamide), ClC1=NC=NC(=N1)Cl (2,4-Dichloro-1,3,5-triazine), CN(C)C=O (DMF), C(C)N(C(C)C)C(C)C (N-ethyl-N-isopropylpropan-2-amine). Reported procedure: 2,4-Dichloro-1,3,5-triazine (6.99 g, 46.6 mmol) was dissolved in DMF (56.5 mL, 46.6 mmol) and the solution was cooled to 0° C. To this solution was added N-ethyl-N-isopropylpropan-2-amine (8.93 mL, 51.3 mmol) followed by the portionwise addition of 3-amino-N-methylbenzamide (7.00 g, 46.6 mmol). The resulting reaction mixture was allowed to slowly warm to room temperature and stirred for 4 hours. Water (about 800 mL) was added to the reaction mixture. A small amount of solid precipitated out of t... RXN SMILES: Cl[C:2]1[N:7]=[C:6]([Cl:8])[N:5]=[CH:4][N:3]=1.CN(C=O)C.C(N(C(C)C)C(C)C)C.[NH2:23][C:24]1[CH:25]=[C:26]([CH:31]=[CH:32][CH:33]=1)[C:27]([NH:29][CH3:30])=[O:28]>O>[Cl:8][C:6]1[N:5]=[CH:4][N:3]=[C:2]([NH:23][C:24]2[CH:25]=[C:26]([CH:31]=[CH:32][CH:33]=2)[C:27]([NH:29][CH3:30])=[O:28])[N:7]=1. Run in O (Water). Conditions: temperature 0 celsius, time 4 hour. Yields the product ClC1=NC(=NC=N1)NC=1C=C(C(=O)NC)C=CC1 (3-(4-chloro-1,3,5-triazin-2-ylamino)-N-methylbenzamide). Reactants: [BH4-], COc1ccc2c(c1)Sc1c(ccc(OC)c1C(C)(C)O[SiH2]C(C)(C)C)N2C, [Li]CCCC, CCOCC, COc1ccc2c(c1)SC1=C(C=CC(OC)C1(C=O)C(C)(C)O[SiH2]C(C)(C)C)N2C, O=CN1CCCCC1, [Li+], [Na+], C1CCOC1, C1CCOC1, O=P([O-])(O)O. Product: COc1ccc2c(c1CO)Sc1c(ccc(OC)c1C(C)(C)O[SiH2]C(C)(C)C)N2C. Reaction SMILES: [BH4-:72].[C:1]([CH3:2])([CH3:3])([CH3:4])[SiH2:5][O:6][C:7]([c:8]1[c:9]([O:25][CH3:26])[cH:10][cH:11][c:12]2[c:21]1[S:20][c:19]1[c:14]([cH:15][cH:16][c:17]([O:22][CH3:23])[cH:18]1)[N:13]2[CH3:24])([CH3:27])[CH3:28].[CH2:29]([Li:30])[CH2:31][CH2:32][CH3:33].[CH2:85]([O:86][CH2:87][CH3:88])[CH3:89].[CH3:42][O:43][CH:44]1[C:45]([C:46]([CH3:47])([CH3:48])[O:49][SiH2:50][C:51]([CH3:52])([CH3:53])[CH3:54])([CH:55]=[O:56])[C:57]2=[C:69]([N:67]([CH3:68])[c:60]3[c:59]([cH:66][c:63]([O:64][CH3:65])[cH:62][cH:61]3)[S:58]2)[CH:70]=[CH:71]1.[CH:34](=[O:35])[N:36]1[CH2:37][CH2:38][CH2:39][CH2:40][CH2:41]1.[Li+:73].[Na+:79].[O:80]1[CH2:81][CH2:82][CH2:83][CH2:84]1.[O:90]1[CH2:91][CH2:92][CH2:93][CH2:94]1.[P:74]([O-:75])([OH:76])([OH:77])=[O:78]>>[C:1]([CH3:2])([CH3:3])([CH3:4])[SiH2:5][O:6][C:7]([c:8]1[c:9]([O:25][CH3:26])[cH:10][cH:11][c:12]2[c:21]1[S:20][c:19]1[c:14]([cH:15][cH:16][c:17]([O:22][CH3:23])[c:18]1[CH2:34][OH:35])[N:13]2[CH3:24])([CH3:27])[CH3:28]. The reactants are C(C)(C)(C)OC(NN)=O (T-butylcarbazate), CC1=C(C(=O)Cl)C=CC=C1C (2,3 dimethylbenzoyl chloride), C([O-])([O-])=O.[K+].[K+] (Potassium carbonate). The solvent is C(Cl)Cl (CH2Cl2), C(Cl)Cl (CH2Cl2), O (water). Reaction conditions: time 15 minute. Product: CC1=C(C(=O)NNC(=O)OC(C)(C)C)C=CC=C1C (N′-(2,3-dimethyl-benzoyl)-hydrazinecarboxylic acid, tert-butyl ester). Isolated yield 101.7%. RXN SMILES: [C:1]([O:5][C:6](=[O:9])[NH:7][NH2:8])([CH3:4])([CH3:3])[CH3:2].C(=O)([O-])[O-].[K+].[K+].[CH3:16][C:17]1[C:25]([CH3:26])=[CH:24][CH:23]=[CH:22][C:18]=1[C:19](Cl)=[O:20]>O.C(Cl)Cl>[CH3:16][C:17]1[C:25]([CH3:26])=[CH:24][CH:23]=[CH:22][C:18]=1[C:19]([NH:8][NH:7][C:6]([O:5][C:1]([CH3:4])([CH3:3])[CH3:2])=[O:9])=[O:20] |f:1.2.3|. Reported procedure: T-butylcarbazate (35.15 g, 266 mmol) and 200 mL of CH2Cl2 were added to a round bottom flask. Potassium carbonate (55.2 g, 0.4 moles) dissolved in 350 mL of water was added to the flask, and the mixture was stirred for 15 minutes with ice chilling. 2,3 dimethylbenzoyl chloride (44.9 g, 266 mmol) in ca. 200 mL of CH2Cl2 was added drop-wise from a 500 mL separatory funnel over 30 minutes. The reaction was allowed to stir overnight and then the reaction mixture was poured into a 1 L separatory funn... Reactants: C1(=CC=C(C=C1)S(=O)(=O)OS(=O)(=O)C1=CC=C(C=C1)C)C (p-toluenesulfonic anhydride), C(C)(C)N(C(C)C)CC (N,N-diisopropylethylamine), ice, N12C(C(CC2CC1=O)=O)C(=O)OCC1=CC=C(C=C1)[N+](=O)[O-] (p-nitrobenzyl 1-azabicyclo[3.2.0]heptan-3,7-dione-2-carboxylate). Solvent: C(Cl)Cl (methylene chloride), C(Cl)Cl (methylene chloride). Run at time 2 hour. Product: C1(=CC=C(C=C1)S(=O)(=O)OC1=C(N2C(CC2C1)=O)C(=O)OCC1=CC=C(C=C1)[N+](=O)[O-])C (p-nitrobenzyl 3-(p-toluenesulfonyloxy)-1-azabicyclo[3.2.0]hept-2-en-7-one-2-carboxylate). The yield is 61.2%. RXN SMILES: C1(C)C=CC(S([O:10][S:11]([C:14]2[CH:19]=[CH:18][C:17]([CH3:20])=[CH:16][CH:15]=2)(=[O:13])=[O:12])(=O)=O)=CC=1.C(N(CC)C(C)C)(C)C.[N:31]12[C:37](=[O:38])[CH2:36][CH:35]1[CH2:34][C:33](=O)[CH:32]2[C:40]([O:42][CH2:43][C:44]1[CH:49]=[CH:48][C:47]([N+:50]([O-:52])=[O:51])=[CH:46][CH:45]=1)=[O:41]>C(Cl)Cl>[C:17]1([CH3:20])[CH:16]=[CH:15][C:14]([S:11]([O:10][C:33]2[CH2:34][CH:35]3[N:31]([C:37](=[O:38])[CH2:36]3)[C:32]=2[C:40]([O:42][CH2:43][C:44]2[CH:49]=[CH:48][C:47]([N+:50]([O-:52])=[O:51])=[CH:46][CH:45]=2)=[O:41])(=[O:12])=[O:13])=[CH:19][CH:18]=1. Procedure details: p-toluenesulfonic anhydride (520 mg, 1.59 mmol) and N,N-diisopropylethylamine (300 μl, 1.72 mmol) are added to an ice-cold, stirring solution of p-nitrobenzyl 1-azabicyclo[3.2.0]heptan-3,7-dione-2-carboxylate (484 mg, 1.59 mmol) in anhydrous methylene chloride (17 ml). The resulting solution is stirred in the cold for 2 hours, then diluted with more methylene chloride, washed with water, 1μ ph 3.4 phosphate buffer and saturated aqueous sodium bicarbonate, dried with magnesium sulfate, filtered, ... The product is CN(C(=O)CN(S(=O)(=O)C1=CC=CC=C1)C1=CC=C(C=C1)N\C(\C1=CC=CC=C1)=C\1/C(NC2=CC=CC=C12)=O)C ((Z)-3-{1-[4-(N-dimethylaminocarbonylmethyl-N-phenylsulphonyl-amino)-phenylamino]-1-phenyl-methylidene}-2-indolinone). Run in CS(=O)C (DMSO), CO (methanol). As a reaction SMILES: C([N:4]1[C:12]2[C:7](=[CH:8][CH:9]=[CH:10][CH:11]=2)/[C:6](=[C:13](/[NH:20][C:21]2[CH:26]=[CH:25][C:24]([NH:27][S:28]([C:31]3[CH:36]=[CH:35][CH:34]=[CH:33][CH:32]=3)(=[O:30])=[O:29])=[CH:23][CH:22]=2)\[C:14]2[CH:19]=[CH:18][CH:17]=[CH:16][CH:15]=2)/[C:5]1=[O:37])(=O)C.[CH3:38][N:39]([CH3:44])[C:40](=[O:43])[CH2:41]Br.CC(C)([O-])C.[K+].[OH-].[Na+]>CS(C)=O.CO>[CH3:38][N:39]([CH3:44])[C:40]([CH2:41][N:27]([C:24]1[CH:25]=[CH:26][C:21]([NH:20]/[C:13](=[C:6]2\[C:5](=[O:37])[NH:4][C:12]3[C:7]\2=[CH:8][CH:9]=[CH:10][CH:11]=3)/[C:14]2[CH:15]=[CH:16][CH:17]=[CH:18][CH:19]=2)=[CH:22][CH:23]=1)[S:28]([C:31]1[CH:36]=[CH:35][CH:34]=[CH:33][CH:32]=1)(=[O:29])=[O:30])=[O:43] |f:2.3,4.5|. The reactants are C(C)(=O)N1C(\C(\C2=CC=CC=C12)=C(\C1=CC=CC=C1)/NC1=CC=C(C=C1)NS(=O)(=O)C1=CC=CC=C1)=O ((Z)-1-acetyl-3-[1-(4-phenylsulphonylamino-phenylamino)-1-phenyl-methylidene]-2-indolinone), CN(C(CBr)=O)C (bromoacetic acid-N,N-dimethylamide), CC(C)([O-])C.[K+] (potassium tert.butoxide), [OH-].[Na+] (sodium hydroxide). Procedure: Prepared analogously to Examples 1 and 187 from (Z)-1-acetyl-3-[1-(4-phenylsulphonylamino-phenylamino)-1-phenyl-methylidene]-2-indolinone, bromoacetic acid-N,N-dimethylamide and potassium tert.butoxide in DMSO and subsequent treatment with sodium hydroxide solution in methanol. Starting materials: [Al+3], C1CCOC1, [H-], [H-], [H-], [H-], [Li+], O=C(O)CCOc1ccc(CO)cc1. Yields the product OCCCOc1ccc(CO)cc1. As a reaction SMILES: [Al+3:16].[CH2:21]1[O:22][CH2:23][CH2:24][CH2:25]1.[H-:15].[H-:18].[H-:19].[H-:20].[Li+:17].[OH:1][CH2:2][c:3]1[cH:4][cH:5][c:6]([O:7][CH2:8][CH2:9][C:10](=[O:11])[OH:12])[cH:13][cH:14]1>>[OH:1][CH2:2][c:3]1[cH:4][cH:5][c:6]([O:7][CH2:8][CH2:9][CH2:10][OH:11])[cH:13][cH:14]1.